From a dataset of the Open Reaction Database (ORD), a public repository of structured organic reaction records. describe an organic reaction: reactants, conditions, products, and yield Reactants: ClC1=NC=C(C(=N1)N[C@H]1[C@@H](CCCC1)NS(=O)(=O)C)Cl (N-[(1R,2R)-2-(2,5-Dichloro-pyrimidin-4-ylamino)-cyclohexyl]-methanesulfonamide), Cl.O1CCOCC1 (HCl Dioxane), C(C)N1CCC2=C(CC1)C(=C(C=C2)N)OC (3-Ethyl-6-methoxy-2,3,4,5-tetrahydro-1H-benzo[d]azepin-7-ylamine). Solvent: C(C)(C)O (isopropanol). The product is ClC=1C(=NC(=NC1)NC1=C(C2=C(CCN(CC2)CC)C=C1)OC)N[C@H]1[C@@H](CCCC1)NS(=O)(=O)C (N-{(1R,2R)-2-[5-Chloro-2-(3-ethyl-6-methoxy-2,3,4,5-tetrahydro-1H-benzo[d]azepin-7-ylamino)-pyrimidin-4-ylamino]-cyclohexyl}-methanesulfonamide). As a reaction SMILES: [CH2:1]([N:3]1[CH2:9][CH2:8][C:7]2[C:10]([O:15][CH3:16])=[C:11]([NH2:14])[CH:12]=[CH:13][C:6]=2[CH2:5][CH2:4]1)[CH3:2].Cl[C:18]1[N:23]=[C:22]([NH:24][C@@H:25]2[CH2:30][CH2:29][CH2:28][CH2:27][C@H:26]2[NH:31][S:32]([CH3:35])(=[O:34])=[O:33])[C:21]([Cl:36])=[CH:20][N:19]=1.Cl.O1CCOCC1>C(O)(C)C>[Cl:36][C:21]1[C:22]([NH:24][C@@H:25]2[CH2:30][CH2:29][CH2:28][CH2:27][C@H:26]2[NH:31][S:32]([CH3:35])(=[O:34])=[O:33])=[N:23][C:18]([NH:14][C:11]2[CH:12]=[CH:13][C:6]3[CH2:5][CH2:4][N:3]([CH2:1][CH3:2])[CH2:9][CH2:8][C:7]=3[C:10]=2[O:15][CH3:16])=[N:19][CH:20]=1 |f:2.3|. Reported procedure: 3-Ethyl-6-methoxy-2,3,4,5-tetrahydro-1H-benzo[d]azepin-7-ylamine (50.0 mg, (0.23 mmol) was dissolved in isopropanol (3 mL) and the mixture was treated with N-[(1R,2R)-2-(2,5-Dichloro-pyrimidin-4-ylamino)-cyclohexyl]-methanesulfonamide (58 mg, 0.17 mmol) and 4N HCl/Dioxane (0.056 mL, 0.20 mmol). The reaction was then irradiated at 140° C. for 20 minutes. The solution was reduced en vacuo and the product was isolated and purified by flash column chromatography (0% MeOH/DCM-15% MeOH/DCM) to afford ... Starting materials: C(C)C1=CC=NC=C1 (4-ethylpyridine), BrCCCC1=CC=CC=C1 (1-bromo-3-phenylpropane). Yields the product C1(=CC=CC=C1)CCCC(C)C1=CC=NC=C1 (1-phenyl-4-(4-pyridyl)-pentane). The yield is 55.5%. Reaction SMILES: [CH2:1]([C:3]1[CH:8]=[CH:7][N:6]=[CH:5][CH:4]=1)[CH3:2].Br[CH2:10][CH2:11][CH2:12][C:13]1[CH:18]=[CH:17][CH:16]=[CH:15][CH:14]=1>>[C:13]1([CH2:12][CH2:11][CH2:10][CH:1]([C:3]2[CH:8]=[CH:7][N:6]=[CH:5][CH:4]=2)[CH3:2])[CH:18]=[CH:17][CH:16]=[CH:15][CH:14]=1. Reported procedure: 1.0 g (9.35 mmol) of 4-ethylpyridine and 1.86 g (9.35 mmol) of 1-bromo-3-phenylpropane were reacted in the same manner as in Example 26. The reaction product was purified to obtain 1.17 g of the desired compound (yield: 55.5%). Starting materials: Cl(=O)[O-].[Na+] (sodium chlorite), P(=O)(O)(O)[O-].[Na+] (sodium dihydrogenphosphate), C(C)(C)(C)OC(=O)N1CCN(CCC1C(F)(F)F)C1=C(C=CC=C1)C=O (4-(2-formyl-phenyl)-7-trifluoromethyl-[1,4]diazepane-1-carboxylic acid tert-butyl ester). Solvent: O (water), O1CCOCC1 (1,4-dioxane). Run at time 1 hour. Yields the product C(C)(C)(C)OC(=O)N1CCN(CCC1C(F)(F)F)C1=C(C=CC=C1)C(=O)O (4-(2-carboxy-phenyl)-7-trifluoromethyl-[1,4]diazepane-1-carboxylic acid tert-butyl ester). Yield: 83.8%. Reaction SMILES: Cl([O-])=O.[Na+].P([O-])(O)(O)=[O:6].[Na+].[C:11]([O:15][C:16]([N:18]1[CH:24]([C:25]([F:28])([F:27])[F:26])[CH2:23][CH2:22][N:21]([C:29]2[CH:34]=[CH:33][CH:32]=[CH:31][C:30]=2[CH:35]=[O:36])[CH2:20][CH2:19]1)=[O:17])([CH3:14])([CH3:13])[CH3:12]>O.O1CCOCC1>[C:11]([O:15][C:16]([N:18]1[CH:24]([C:25]([F:28])([F:27])[F:26])[CH2:23][CH2:22][N:21]([C:29]2[CH:34]=[CH:33][CH:32]=[CH:31][C:30]=2[C:35]([OH:6])=[O:36])[CH2:20][CH2:19]1)=[O:17])([CH3:14])([CH3:12])[CH3:13] |f:0.1,2.3|. Procedure details: A solution of sodium chlorite (214 mg; 2.36 mmol; 5.5 eq.) and sodium dihydrogenphosphate (186 mg; 1.55 mmol; 3.6 eq.) in water (2 mL) was added dropwise to a mixture of 4-(2-formyl-phenyl)-7-trifluoromethyl-[1,4]diazepane-1-carboxylic acid tert-butyl ester (160 mg; 0.43 mmol; 1 eq.) in 1,4-dioxane (2 mL). The reaction mixture was stirred at room temperature for 1 hour and the 1,4-dioxane concentrated in vacuo. The aqueous solution was diluted with water, the pH made acidic with 0.1M HCl and ext... The reactants are OC[C@]12CCC(C=C1[C@H](C[C@H]1[C@@H]3CCC([C@@]3(C)CC[C@H]21)=O)C)=O (19-hydroxy-6α-methyl-4-androstene-3,17-dione), O[C@@H]1[C@]2(C)[C@@H](CC1)[C@@H]1[C@@H](CC3=CC(CC[C@]3(CO)[C@H]1CC2)=O)C (17β,19-dihydroxy-7α-methyl-4-androsten-3-one). Product: 4,17α-dimethyl-4-androstene-3α,17β,19-triol, C[C@H]1C[C@H]2[C@@H]3CC[C@@H]([C@@]3(C)CC[C@@H]2[C@]2(CC[C@H](C=C12)O)CO)O (6α-methyl-4-androstene-3α,17β,19-triol). As a reaction SMILES: [OH:1][CH2:2][C@@:3]12[C@@H:20]3[C@H:11]([C@H:12]4[C@@:16]([CH2:18][CH2:19]3)([CH3:17])[C:15](=[O:21])[CH2:14][CH2:13]4)[CH2:10][C@H:9]([CH3:22])[C:8]1=[CH:7][C:6](=[O:23])[CH2:5][CH2:4]2.O[C@H]1CC[C@H]2[C@H]3[C@H](CC[C@]12C)[C@]1(CO)C(=CC(=O)CC1)C[C@H]3C>>[CH3:22][C@@H:9]1[C:8]2[C@:3]([CH2:2][OH:1])([CH2:4][CH2:5][C@@H:6]([OH:23])[CH:7]=2)[C@@H:20]2[C@H:11]([C@H:12]3[C@@:16]([CH2:18][CH2:19]2)([CH3:17])[C@@H:15]([OH:21])[CH2:14][CH2:13]3)[CH2:10]1. Reported procedure: Substituting 17β,19-dihydroxy-4,17α-dimethyl-4-androsten-3-one and 19-hydroxy-6α-methyl-4-androstene-3,17-dione for 17β,19-dihydroxy-7α-methyl-4-androsten-3-one above results in the preparation of 4,17α-dimethyl-4-androstene-3α,17β,19-triol and 6α-methyl-4-androstene-3α,17β,19-triol, respectively. The reactants are NC=1NC2=C(N1)C=CC=C2 (2-aminobenzimidazole), [H-].[Na+] (sodium hydride), C1(=CC=C(C=C1)S(=O)(=O)O[C@@H]1CCC[C@@H](CCC1)OS(=O)(=O)C1=CC=C(C=C1)C)C (cis-1,5-bis(p-toluenesulfonyloxy)cyclooctane). Solvent: CN(C)C=O (DMF). Reaction conditions: time 30 minute. The product is NC1=NC2=C(N1[C@@H]1CCC[C@@H](CCC1)N1C(=NC3=C1C=CC=C3)N)C=CC=C2 (cis-1,5-bis(2-amino-1-benzimidazolyl)cyclooctane). Reaction SMILES: [NH2:1][C:2]1[NH:3][C:4]2[CH:10]=[CH:9][CH:8]=[CH:7][C:5]=2[N:6]=1.[H-].[Na+].C1(C)C=CC(S(O[C@H:23]2[CH2:30][CH2:29][CH2:28][C@@H:27](OS(C3C=CC(C)=CC=3)(=O)=O)[CH2:26][CH2:25][CH2:24]2)(=O)=O)=CC=1>CN(C=O)C>[NH2:1][C:2]1[N:6]([C@H:23]2[CH2:24][CH2:25][CH2:26][C@@H:27]([N:3]3[C:4]4[CH:10]=[CH:9][CH:8]=[CH:7][C:5]=4[N:6]=[C:2]3[NH2:1])[CH2:28][CH2:29][CH2:30]2)[C:5]2[CH:7]=[CH:8][CH:9]=[CH:10][C:4]=2[N:3]=1 |f:1.2|. Reported procedure: To a hot (60° C.) solution of 2-aminobenzimidazole (0.22 g; 1.65 mmol) in DMF (25 ml) was added sodium hydride (70 mg; 60% dispersion in mineral oil), and the mixture was stirred for 30 minutes prior to addition of cis-1,5-bis(p-toluenesulfonyloxy)cyclooctane. The resulting mixture was stirred at 100° C. for four days, cooled and filtered. The filtrate was diluted with water and the precipitate was filtered off, washed with water and dried to yield the desired product (9 mg). Starting materials: C1(=CC=CC=C1)N1C=C(C2=CC=CC=C12)C(=O)OC (methyl 1-phenyl-1H-indole-3-carboxylate), [OH-].[K+] (KOH). Run in CO (MeOH). Run at temperature 90 celsius. The product is C1(=CC=CC=C1)N1C=C(C2=CC=CC=C12)C(=O)O (1-phenyl-1H-indole-3-carboxylic acid). As a reaction SMILES: [C:1]1([N:7]2[C:15]3[C:10](=[CH:11][CH:12]=[CH:13][CH:14]=3)[C:9]([C:16]([O:18]C)=[O:17])=[CH:8]2)[CH:6]=[CH:5][CH:4]=[CH:3][CH:2]=1.[OH-].[K+]>CO>[C:1]1([N:7]2[C:15]3[C:10](=[CH:11][CH:12]=[CH:13][CH:14]=3)[C:9]([C:16]([OH:18])=[O:17])=[CH:8]2)[CH:2]=[CH:3][CH:4]=[CH:5][CH:6]=1 |f:1.2|. Procedure details: To a solution of methyl 1-phenyl-1H-indole-3-carboxylate (108 mg, 0.430 mmol) in MeOH (1433 μl) was added aq KOH (1074 μl, 2.149 mmol, 2 M). The mixture was heated at 90° C. for 1 h then the MeOH was removed under reduced pressure. The residual aqueous layer was acidified with 1M HCl then extracted with EtOAc. The combined organic layers were dried over anhydrous MgSO4, filtered, and concentrated to afford the title compound as a white solid, which was used without further purification. Reactants: C1=CC=CC=2C3=CC=CC=C3C(C12)C(=O)O (9-fluorene carboxylic acid), C(C(=O)Cl)(=O)Cl (oxalyl chloride), C(C)N (ethylamine). The reagents and catalysts are CN(C)C=O (DMF). The solvent is C(C)(=O)OCC (ethyl acetate), O (water), C(Cl)Cl (CH2Cl2), ClCCl (dichloromethane), C(Cl)Cl (CH2Cl2). Run at temperature 0 celsius, time 0.75 hour. Product: C(C)NC(=O)C1(C2=CC=CC=C2C=2C=CC=CC12)C\C=C\C1=CC=CC=C1 ((E)-N-Ethyl-9-(3-phenyl-2-propenyl)-9H-fluorene-9-carboxamide). Yield: 86.0%. As a reaction SMILES: [CH:1]1[C:13]2C(C(O)=O)[C:11]3[C:6](=[CH:7][CH:8]=[CH:9][CH:10]=3)[C:5]=2[CH:4]=[CH:3][CH:2]=1.[C:17](Cl)(=[O:21])[C:18](Cl)=O.[CH2:23]([NH2:25])[CH3:24]>C(Cl)Cl.CN(C=O)C.C(OCC)(=O)C.O>[CH2:23]([NH:25][C:17]([C:18]1([CH2:8]/[CH:7]=[CH:6]/[C:5]2[CH:13]=[CH:1][CH:2]=[CH:3][CH:4]=2)[C:13]2[CH:1]=[CH:2][CH:3]=[CH:4][C:5]=2[C:6]2[C:7]1=[CH:8][CH:9]=[CH:10][CH:11]=2)=[O:21])[CH3:24]. Procedure: A solution of 9-fluorene carboxylic acid (2.10 g, 10.0 mmol) in 50 mL of CH2Cl2 was treated with oxalyl chloride in dichloromethane (6.0 mL, 12.0 mmol) and two drops of DMF. After 0.75 h, the mixture was concentrated under reduced pressure to give a white solid. The solid was diluted with 50 mL of CH2Cl2, cooled to 0° C., treated with ethylamine (1.0 g, 22 mmol). The transparent yellow solution was stirred for 3 h at room temperature and diluted with ethyl acetate and water. The organic fraction... Reaction SMILES: [CH2:23]([CH2:24][CH3:25])[I:26].[ClH:27].[c:1]1([S:7](=[O:8])(=[O:9])[C:10]([CH2:11][CH2:12][CH2:13][N:14]2[CH2:15][CH:16]([OH:20])[CH2:17][CH2:18][CH2:19]2)([CH3:21])[CH3:22])[cH:2][cH:3][cH:4][cH:5][cH:6]1>>[c:1]1([S:7](=[O:8])(=[O:9])[C:10]([CH2:11][CH2:12][CH2:13][N:14]2[CH2:15][CH:16]([O:20][CH2:23][CH2:24][CH3:25])[CH2:17][CH2:18][CH2:19]2)([CH3:21])[CH3:22])[cH:2][cH:3][cH:4][cH:5][cH:6]1. Yields the product CCCOC1CCCN(CCCC(C)(C)S(=O)(=O)c2ccccc2)C1. The reactants are CCCI, Cl, CC(C)(CCCN1CCCC(O)C1)S(=O)(=O)c1ccccc1. Reactants: CCOC(=O)c1nccn1C, [Cl-], [NH4+], [NH4+], [OH-]. Product: Cn1ccnc1C(N)=O. RXN SMILES: [CH2:3]([O:5][C:6](=[O:4])[c:8]1[n:9]([CH3:13])[cH:10][cH:11][n:12]1)[CH3:7].[Cl-:1].[NH4+:14].[NH4+:2].[OH-:15]>>[NH2:2][C:6](=[O:5])[c:8]1[n:9]([CH3:13])[cH:10][cH:11][n:12]1.